The task is: describe an organic reaction: reactants, conditions, products, and yield. This data is from the Open Reaction Database (ORD), a public repository of structured organic reaction records. Reactants: ClC1=C(C=O)C=CC(=C1)Cl (2,4-dichlorobenzaldehyde), [C-]#N.[Na+] (sodium cyanide). Run in C(C)O (ethanol), O (water), O (water). Reaction conditions: temperature 105 celsius. Yields the product ClC1=C(C=CC(=C1)Cl)C(=O)C(O)C1=C(C=C(C=C1)Cl)Cl ((+/−)-2,2′,4,4′-Tetrachlorobenzoin). RXN SMILES: [Cl:1][C:2]1[CH:9]=[C:8]([Cl:10])[CH:7]=[CH:6][C:3]=1[CH:4]=[O:5].[C-]#N.[Na+]>C(O)C.O>[Cl:1][C:2]1[CH:9]=[C:8]([Cl:10])[CH:7]=[CH:6][C:3]=1[C:4]([CH:4]([C:3]1[CH:6]=[CH:7][C:8]([Cl:10])=[CH:9][C:2]=1[Cl:1])[OH:5])=[O:5] |f:1.2|. Reported procedure: To a mixture of 2,4-dichlorobenzaldehyde (5.0 gm, 29 mmol) in ethanol (10 mL) was added a solution of sodium cyanide (500 mg, 10 mmol) in water (5 mL). The reaction was heated to reflux (100-110° C.) for 1 hr and was then cooled, diluted with water, and extracted twice with ethyl acetate. The organic layers were washed with brine, dried over sodium sulfate, and evaporated. The residue was purified by flash chromatography (10% methylene chloride, 10% ethyl acetate in hexanes) to afford the title ... Reactants: O=C([O-])O, [Cl-], ClCCl, O=C(O)c1cc(Cl)ncn1, Fc1ccc2c(c1)CCN2, [Na+], [Na+], [OH-]. Product: O=C(c1cc(Cl)ncn1)N1CCc2cc(F)ccc21. Reaction SMILES: [C:24](=[O:25])([O-:26])[OH:27].[Cl-:1].[Cl:29][CH2:30][Cl:31].[Cl:2][c:3]1[cH:4][c:5]([C:9](=[O:10])[OH:11])[n:6][cH:7][n:8]1.[F:12][c:13]1[cH:14][c:15]2[c:19]([cH:20][cH:21]1)[NH:18][CH2:17][CH2:16]2.[Na+:23].[Na+:28].[OH-:22]>>[Cl:2][c:3]1[cH:4][c:5]([C:9](=[O:11])[N:18]2[CH2:17][CH2:16][c:15]3[cH:14][c:13]([F:12])[cH:21][cH:20][c:19]32)[n:6][cH:7][n:8]1. The reactants are COC(CC1=CC(=C(C=C1)OC)OC1=C(C=C(C=C1)Br)CN1C(O[C@@H]([C@@H]1C)C1=CC=CC=C1)=O)=O ({3-[4-bromo-2-((4S,5R)-4-methyl-2-oxo-5-phenyl-oxazolidin-3-ylmethyl)-phenoxy]-4-methoxy-phenyl}-acetic acid methyl ester), N1=CC=C(C=C1)B(O)O (4-pyridineboronic acid). The product is BrC1=CC(=C(OC=2C=C(C=CC2OC)CC(=O)O)C=C1)CN1C(O[C@@H]([C@@H]1C)C1=CC=CC=C1)=O ({3-[4-Bromo-2-((4S,5R)-4-methyl-2-oxo-5-phenyl-oxazolidin-3-ylmethyl)-phenoxy]-4-methoxy-phenyl}-acetic acid). Reaction SMILES: C[O:2][C:3](=[O:35])[CH2:4][C:5]1[CH:10]=[CH:9][C:8]([O:11][CH3:12])=[C:7]([O:13][C:14]2[CH:19]=[CH:18][C:17]([Br:20])=[CH:16][C:15]=2[CH2:21][N:22]2[C@@H:26]([CH3:27])[C@@H:25]([C:28]3[CH:33]=[CH:32][CH:31]=[CH:30][CH:29]=3)[O:24][C:23]2=[O:34])[CH:6]=1.N1C=CC(B(O)O)=CC=1>>[Br:20][C:17]1[CH:18]=[CH:19][C:14]([O:13][C:7]2[CH:6]=[C:5]([CH2:4][C:3]([OH:35])=[O:2])[CH:10]=[CH:9][C:8]=2[O:11][CH3:12])=[C:15]([CH2:21][N:22]2[C@@H:26]([CH3:27])[C@@H:25]([C:28]3[CH:33]=[CH:32][CH:31]=[CH:30][CH:29]=3)[O:24][C:23]2=[O:34])[CH:16]=1. Procedure: Prepared according to the procedure described in Example 19, Step 3, using the following starting materials: {3-[4-bromo-2-((4S,5R)-4-methyl-2-oxo-5-phenyl-oxazolidin-3-ylmethyl)-phenoxy]-4-methoxy-phenyl}-acetic acid methyl ester and 4-pyridineboronic acid. Starting materials: OC1=CC=C(C=C1)CCCNC(C)=O (N-[3-(4-Hydroxyphenyl)propyl]acetamide), ClC1=NC=C(C=C1)OC1CCCC1 (2-chloro-5-cyclopentyloxypyridine). Yields the product C1(CCCC1)OC=1C=CC(=NC1)OC1=CC=C(C=C1)CCCNC(C)=O (N-{3-[4-(5-Cyclopentyloxypyridin-2-yloxy)phenyl]propyl}acetamide). RXN SMILES: [OH:1][C:2]1[CH:7]=[CH:6][C:5]([CH2:8][CH2:9][CH2:10][NH:11][C:12](=[O:14])[CH3:13])=[CH:4][CH:3]=1.Cl[C:16]1[CH:21]=[CH:20][C:19]([O:22][CH:23]2[CH2:27][CH2:26][CH2:25][CH2:24]2)=[CH:18][N:17]=1>>[CH:23]1([O:22][C:19]2[CH:20]=[CH:21][C:16]([O:1][C:2]3[CH:3]=[CH:4][C:5]([CH2:8][CH2:9][CH2:10][NH:11][C:12](=[O:14])[CH3:13])=[CH:6][CH:7]=3)=[N:17][CH:18]=2)[CH2:24][CH2:25][CH2:26][CH2:27]1. Procedure details: N-[3-(4-Hydroxyphenyl)propyl]acetamide was reacted with 2-chloro-5-cyclopentyloxypyridine in analogy to example 2c. M+H+: 355.18. Reactants: ClC=1C(=C(N)C=CC1)C (3-Chloro-2-methylaniline), C(C)(C)(C)ON=O (t-butylnitrite), S1C=CC=C1 (thiophene). Product: ClC=1C(=C(C=CC1)C=1SC=CC1)C (2-(3-chloro-2-methylphenyl)thiophene). RXN SMILES: [Cl:1][C:2]1[C:3]([CH3:9])=[C:4]([CH:6]=[CH:7][CH:8]=1)N.C(ON=O)(C)(C)C.[S:17]1[CH:21]=[CH:20][CH:19]=[CH:18]1>>[Cl:1][C:2]1[C:3]([CH3:9])=[C:4]([C:18]2[S:17][CH:21]=[CH:20][CH:19]=2)[CH:6]=[CH:7][CH:8]=1. Procedure: 3-Chloro-2-methylaniline was treated with t-butylnitrite in excess thiophene as described in J. Chem. Soc., 4257 (1963) to produce 2-(3-chloro-2-methylphenyl)thiophene as an oil. Reaction of the oil with N-bromosuccinimide as described in J. Am. Chem. Soc., 89, 2348 (1967) yielded 2-(2-bromomethyl-3-chlorophenyl)thiophene as an oil, which was reacted without further purification, as described in J. Chem. Soc., 2708 (1955), with diethyl malonate in the presence of tetrabutyl ammonium bromide and ...